From a dataset of the Open Reaction Database (ORD), a public repository of structured organic reaction records. describe an organic reaction: reactants, conditions, products, and yield Reactants: C(C)(C)(C)OC(=O)N1CCC(CC1)(NC(C1=C(C(=CC=C1)OC)C)=O)C(C1=CC(=CC(=C1)C)C)=O (4-(3,5-dimethyl-benzoyl)-4-(3-methoxy-2-methyl-benzoylamino)-piperidine-1-carboxylic acid tert-butyl ester). The solvent is C(Cl)Cl (CH2Cl2), FC(C(=O)O)(F)F (trifluoroacetic acid). The product is CC=1C=C(C(=O)C2(CCNCC2)NC(C2=C(C(=CC=C2)OC)C)=O)C=C(C1)C (N-[4-(3,5-dimethyl-benzoyl)-piperidin-4-yl]-3-methoxy-2-methyl-benzamide). RXN SMILES: C(OC([N:8]1[CH2:13][CH2:12][C:11]([C:26](=[O:35])[C:27]2[CH:32]=[C:31]([CH3:33])[CH:30]=[C:29]([CH3:34])[CH:28]=2)([NH:14][C:15](=[O:25])[C:16]2[CH:21]=[CH:20][CH:19]=[C:18]([O:22][CH3:23])[C:17]=2[CH3:24])[CH2:10][CH2:9]1)=O)(C)(C)C>C(Cl)Cl.FC(F)(F)C(O)=O>[CH3:33][C:31]1[CH:32]=[C:27]([CH:28]=[C:29]([CH3:34])[CH:30]=1)[C:26]([C:11]1([NH:14][C:15](=[O:25])[C:16]2[CH:21]=[CH:20][CH:19]=[C:18]([O:22][CH3:23])[C:17]=2[CH3:24])[CH2:10][CH2:9][NH:8][CH2:13][CH2:12]1)=[O:35]. Reported procedure: A solution of 4-(3,5-dimethyl-benzoyl)-4-(3-methoxy-2-methyl-benzoylamino)-piperidine-1-carboxylic acid tert-butyl ester in CH2Cl2 and trifluoroacetic acid (20 mL) was stirred at room temperature for 2 hours. The solvent was removed on a rotary evaporator, and the residue was partitioned between ether (150 mL) and saturated aqueous NaHCO3 (50 mL). Significant amounts of undissolved solid were present. The ether layer was dried over MgSO4 and evaporated to leave N-[4-(3,5-dimethyl-benzoyl)-piperi...